From a dataset of the Open Reaction Database (ORD), a public repository of structured organic reaction records. describe an organic reaction: reactants, conditions, products, and yield Starting materials: C([O-])([O-])=O.[K+].[K+] (potassium carbonate), C(C)I (ethyl iodide), ClC1=C(C=C2C=C(N(C2=C1)CC1=CC=CC(=N1)C(=O)OC)C1=CC=CC=C1)O (methyl 6-(6-chloro-5-hydroxy-2-phenylindol-1-ylmethyl)pyridine-2-carboxylate). Run in O (water), CN(C=O)C (N,N-dimethylformamide). Yields the product ClC1=C(C=C2C=C(N(C2=C1)CC1=CC=CC(=N1)C(=O)OC)C1=CC=CC=C1)OCC (Methyl 6-(6-chloro-5-ethoxy-2-phenylindol-1-ylmethyl)pyridine-2-carboxylate). RXN SMILES: [Cl:1][C:2]1[CH:10]=[C:9]2[C:5]([CH:6]=[C:7]([C:22]3[CH:27]=[CH:26][CH:25]=[CH:24][CH:23]=3)[N:8]2[CH2:11][C:12]2[N:17]=[C:16]([C:18]([O:20][CH3:21])=[O:19])[CH:15]=[CH:14][CH:13]=2)=[CH:4][C:3]=1[OH:28].C(=O)([O-])[O-].[K+].[K+].[CH2:35](I)[CH3:36]>CN(C)C=O.O>[Cl:1][C:2]1[CH:10]=[C:9]2[C:5]([CH:6]=[C:7]([C:22]3[CH:27]=[CH:26][CH:25]=[CH:24][CH:23]=3)[N:8]2[CH2:11][C:12]2[N:17]=[C:16]([C:18]([O:20][CH3:21])=[O:19])[CH:15]=[CH:14][CH:13]=2)=[CH:4][C:3]=1[O:28][CH2:35][CH3:36] |f:1.2.3|. Procedure details: To a solution of methyl 6-(6-chloro-5-hydroxy-2-phenylindol-1-ylmethyl)pyridine-2-carboxylate (100 mg) in N,N-dimethylformamide (1 mL) were added, potassium carbonate (70.4 mg) and ethyl iodide (0.031 mL) and the mixture was stirred at room temperature for 22 hours. The reaction mixture was diluted with water and extracted with ethyl acetate. The organic layer was washed successively with water and saturated saline, dried over anhydrous sodium sulfate and concentrated under reduced pressure. The...